Task: describe an organic reaction: reactants, conditions, products, and yield. Dataset: the Open Reaction Database (ORD), a public repository of structured organic reaction records Starting materials: ClC[Si](OC(C)C)(C)C (chloromethyldimethylisopropoxysilane), [Mg] (magnesium), FC1=C(C=CC=C1F)C([C@@H](C)OC1OCCCC1)=O ((2R)-2′,3′-difluoro-2-(3,4,5,6-tetrahydro-2H-pyran-2-yloxy)propiophenone), Grignard reagent, [Cl-].[NH4+] (ammonium chloride). The solvent is O1CCCC1 (tetrahydrofuran), O1CCCC1 (tetrahydrofuran). Product: C[Si](OC(C)C)(C)C[Mg]Cl ((Dimethylisopropoxysilyl)methylmagnesium chloride), FC1=C(C=CC=C1F)[C@@](C[Si](C)(C)OC(C)C)([C@@H](C)OC1OCCCC1)O ((2S,3R)-2-(2,3-difluorophenyl)-1-(isopropoxydimethylsilyl)-3-(3,4,5,6-tetrahydro-2H-pyran-2-yloxy)-2-butanol). As a reaction SMILES: Cl[CH2:2][Si:3]([CH3:9])([CH3:8])[O:4][CH:5]([CH3:7])[CH3:6].[Mg:10].[F:11][C:12]1[C:17]([F:18])=[CH:16][CH:15]=[CH:14][C:13]=1[C:19](=[O:29])[C@H:20]([O:22][CH:23]1[CH2:28][CH2:27][CH2:26][CH2:25][O:24]1)[CH3:21].[Cl-:30].[NH4+]>O1CCCC1>[CH3:8][Si:3]([CH2:2][Mg:10][Cl:30])([CH3:9])[O:4][CH:5]([CH3:7])[CH3:6].[F:11][C:12]1[C:17]([F:18])=[CH:16][CH:15]=[CH:14][C:13]=1[C@:19]([OH:29])([C@H:20]([O:22][CH:23]1[CH2:28][CH2:27][CH2:26][CH2:25][O:24]1)[CH3:21])[CH2:2][Si:3]([O:4][CH:5]([CH3:7])[CH3:6])([CH3:9])[CH3:8] |f:3.4|. Procedure: (Dimethylisopropoxysilyl)methylmagnesium chloride was prepared from a solution of 5.74 g (34.4 mmol) of chloromethyldimethylisopropoxysilane in 40 ml tetrahydrofuran and 0.84 g (34.4 mmol) of metallic magnesium. A solution of 4.65 g (17.2 mmol) of (2R)-2′,3′-difluoro-2-(3,4,5,6-tetrahydro-2H-pyran-2-yloxy)propiophenone [prepared as described in Step 7(i) above] in 20 ml of tetrahydrofuran was added to the solution of the Grignard reagent at 0° C. with stirring. The resulting mixture was stirred ... Reaction SMILES: [Br:1][c:2]1[cH:3][cH:4][c:5]2[c:6]([c:7]([CH:10]([CH3:11])[CH3:12])[n:8][o:9]2)[cH:13]1.[C:19](=[O:20])([O-:21])[O-:22].[CH2:47]1[O:48][CH2:49][CH2:50][O:51][CH2:52]1.[CH3:15][C:16](=[O:17])[O-:18].[Cs+:23].[Cs+:24].[F:25][c:26]1[c:27](-[c:33]2[n:34][c:35]3[o:36][cH:37][cH:38][n:39]3[c:40]2[I:41])[cH:28][cH:29][c:30]([F:32])[cH:31]1.[K+:14].[O:42]=[CH:43][N:44]([CH3:45])[CH3:46].[OH2:53].[Pd:54]([Cl:55])[Cl:56].[c:57]1([P:58]([c:59]2[cH:60][cH:61][cH:62][cH:63][cH:64]2)[c:65]2[cH:66][cH:67][cH:68][cH:69][cH:70]2)[cH:71][cH:72][cH:73][cH:74][cH:75]1.[c:76]1([P:77]([c:78]2[cH:79][cH:80][cH:81][cH:82][cH:83]2)[c:84]2[cH:85][cH:86][cH:87][cH:88][cH:89]2)[cH:90][cH:91][cH:92][cH:93][cH:94]1>>[c:2]1(-[c:40]2[c:33](-[c:27]3[c:26]([F:25])[cH:31][c:30]([F:32])[cH:29][cH:28]3)[n:34][c:35]3[o:36][cH:37][cH:38][n:39]32)[cH:3][cH:4][c:5]2[c:6]([c:7]([CH:10]([CH3:11])[CH3:12])[n:8][o:9]2)[cH:13]1. The reactants are CC(C)c1noc2ccc(Br)cc12, O=C([O-])[O-], C1COCCO1, CC(=O)[O-], [Cs+], [Cs+], Fc1ccc(-c2nc3occn3c2I)c(F)c1, [K+], CN(C)C=O, O, Cl[Pd]Cl, c1ccc(P(c2ccccc2)c2ccccc2)cc1, c1ccc(P(c2ccccc2)c2ccccc2)cc1. Yields the product CC(C)c1noc2ccc(-c3c(-c4ccc(F)cc4F)nc4occn34)cc12.